From a dataset of the Open Reaction Database (ORD), a public repository of structured organic reaction records. describe an organic reaction: reactants, conditions, products, and yield Starting materials: CN(C)C=O, [Na+], [Na+], O=C([O-])[O-], O, Cc1cc(O)cc(=O)[nH]1, O=P(Br)(Br)Br. The product is Cc1cc(Br)cc(=O)[nH]1. RXN SMILES: [CH3:22][N:23]([CH3:24])[CH:25]=[O:26].[Na+:16].[Na+:17].[O-:18][C:19](=[O:20])[O-:21].[OH2:15].[OH:6][c:7]1[cH:8][c:9](=[O:14])[nH:10][c:11]([CH3:13])[cH:12]1.[P:1]([Br:2])([Br:3])([Br:4])=[O:5]>>[Br:3][c:7]1[cH:8][c:9](=[O:14])[nH:10][c:11]([CH3:13])[cH:12]1. The reactants are C(C)(=O)C=1C=C(C(=O)O)C=CC1 (3-acetylbenzoic acid), Cl (hydrogen chloride), CO (MeOH). Run at time 2 day. The product is C(C)(=O)C=1C=C(C(=O)OC)C=CC1 (Methyl 3-acetylbenzoate). RXN SMILES: [C:1]([C:4]1[CH:5]=[C:6]([CH:10]=[CH:11][CH:12]=1)[C:7]([OH:9])=[O:8])(=[O:3])[CH3:2].Cl.[CH3:14]O>>[C:1]([C:4]1[CH:5]=[C:6]([CH:10]=[CH:11][CH:12]=1)[C:7]([O:9][CH3:14])=[O:8])(=[O:3])[CH3:2]. Procedure details: A solution of 5 g of 3-acetylbenzoic acid in dry MeOH was saturated with hydrogen chloride gas. The reaction vessel was stoppered and kept at room temperature for 2 days. The MeOH was evaporated and the residue extracted into diethylether and clarified by filtration. The ether was evaporated and the dark oil was chromatographed through a short column of silica gel eluting with methylene chloride. The combined fractions were evaporated to dryness giving 4.25 g of a yellow oil that solidified on s... Starting materials: C1CCOC1, COc1cc2ncnc(Oc3cc(N)ccc3F)c2cc1OC, CN(C)c1ccncc1, CC(C)(c1cc(NC(=O)Oc2ccccc2)no1)C(F)(F)F. Yields the product COc1cc2ncnc(Oc3cc(NC(=O)Nc4cc(C(C)(C)C(F)(F)F)on4)ccc3F)c2cc1OC. Reaction SMILES: [CH2:46]1[O:47][CH2:48][CH2:49][CH2:50]1.[CH3:1][O:2][c:3]1[cH:4][c:5]2[c:6]([O:15][c:16]3[cH:17][c:18]([NH2:19])[cH:20][cH:21][c:22]3[F:23])[n:7][cH:8][n:9][c:10]2[cH:11][c:12]1[O:13][CH3:14].[CH3:51][N:52]([CH3:53])[c:54]1[cH:55][cH:56][n:57][cH:58][cH:59]1.[F:24][C:25]([C:26]([CH3:27])([CH3:28])[c:29]1[cH:30][c:31]([NH:34][C:35]([O:36][c:38]2[cH:39][cH:40][cH:41][cH:42][cH:43]2)=[O:37])[n:32][o:33]1)([F:44])[F:45]>>[CH3:1][O:2][c:3]1[cH:4][c:5]2[c:6]([O:15][c:16]3[cH:17][c:18]([NH:19][C:35]([NH:34][c:31]4[cH:30][c:29]([C:26]([C:25]([F:24])([F:44])[F:45])([CH3:27])[CH3:28])[o:33][n:32]4)=[O:36])[cH:20][cH:21][c:22]3[F:23])[n:7][cH:8][n:9][c:10]2[cH:11][c:12]1[O:13][CH3:14]. The reactants are C(CCC)N(C1=CC=C(C=O)C=C1)CCCC (4-dibutylaminobenzaldehyde), CS(=O)(=O)CS(=O)(=O)C (di(methylsulfonyl)methane), N1=CC=CC=C1 (pyridine), C1=CC=CC=C1 (benzene). Reagents/catalysts: N1CCCCC1 (piperidine). The solvent is O (water). Yields the product C(CCC)N(C1=CC=C(C=C(S(=O)(=O)C)S(=O)(=O)C)C=C1)CCCC (4-Dibutylamino-β,β-di(methylsulfonyl)styrene). The yield is 46.4%. RXN SMILES: [CH2:1]([N:5]([CH2:14][CH2:15][CH2:16][CH3:17])[C:6]1[CH:13]=[CH:12][C:9]([CH:10]=O)=[CH:8][CH:7]=1)[CH2:2][CH2:3][CH3:4].[CH3:18][S:19]([CH2:22][S:23]([CH3:26])(=[O:25])=[O:24])(=[O:21])=[O:20].N1C=CC=CC=1.C1C=CC=CC=1>N1CCCCC1.O>[CH2:1]([N:5]([CH2:14][CH2:15][CH2:16][CH3:17])[C:6]1[CH:13]=[CH:12][C:9]([CH:10]=[C:22]([S:23]([CH3:26])(=[O:25])=[O:24])[S:19]([CH3:18])(=[O:21])=[O:20])=[CH:8][CH:7]=1)[CH2:2][CH2:3][CH3:4]. Procedure details: A mixture of 23.3 g (0.10 mol) of 4-dibutylaminobenzaldehyde, 17 g (0.10 mol) of di(methylsulfonyl)methane, 15 mL of pyridine, 7 drops of piperidine, and 400 mL of benzene was heated at reflux for 18 hr, with continuous azeotropic separation of the water evolved. Approximately half of the benzene was removed by distillation, and 200 mL of heptane was added. Upon cooling to room temperature, a white precipitate formed. The crude product was purified by silica gel chromatography followed by micrys... Starting materials: N(CC)CC (Et2NH), C(=C)Br (Vinyl bromide), C(C1=CC=CC=C1)S\C(\C#C)=C/C=C(/C#CC#CC)\SCC1=CC=CC=C1 ((Z,Z)-3,6-Bis(benzylthio)undeca-3,5-diene-1,7,9-triyne). Reagents/catalysts: [Cu]I (CuI), Cl[Pd]([P](C1=CC=CC=C1)(C2=CC=CC=C2)C3=CC=CC=C3)([P](C4=CC=CC=C4)(C5=CC=CC=C5)C6=CC=CC=C6)Cl ((Ph3P)2PdCl2). Solvent: C1=CC=CC=C1 (benzene). Reaction conditions: time 16 hour. Yields the product C(C1=CC=CC=C1)S\C(\C#CC=C)=C/C=C(/C#CC#CC)\SCC1=CC=CC=C1 ((Z,Z)-5,8-Bis(benzylthio)trideca-1,5,7-triene-3,9,11-triyne). Isolated yield 70.0%. RXN SMILES: [CH:1](Br)=[CH2:2].N(CC)CC.[CH2:9]([S:16]/[C:17](=[CH:20]\[CH:21]=[C:22](/[S:28][CH2:29][C:30]1[CH:35]=[CH:34][CH:33]=[CH:32][CH:31]=1)\[C:23]#[C:24][C:25]#[C:26][CH3:27])/[C:18]#[CH:19])[C:10]1[CH:15]=[CH:14][CH:13]=[CH:12][CH:11]=1>C1C=CC=CC=1.[Cu]I.Cl[Pd](Cl)([P](C1C=CC=CC=1)(C1C=CC=CC=1)C1C=CC=CC=1)[P](C1C=CC=CC=1)(C1C=CC=CC=1)C1C=CC=CC=1>[CH2:9]([S:16]/[C:17](=[CH:20]\[CH:21]=[C:22](/[S:28][CH2:29][C:30]1[CH:31]=[CH:32][CH:33]=[CH:34][CH:35]=1)\[C:23]#[C:24][C:25]#[C:26][CH3:27])/[C:18]#[C:19][CH:1]=[CH2:2])[C:10]1[CH:15]=[CH:14][CH:13]=[CH:12][CH:11]=1 |^1:46,65|. Reported procedure: Vinyl bromide (0.5 mL, excess) was condensed into a flask under argon, followed by addition of CuI (7.2 mg, 0.015 mmol), (Ph3P)2PdCl2 (26 mg, 0.0376 mmol) and Et2NH (3 mL). Compound 10 (145 mg, 0.376 mmol) in benzene (10 mL) was added at 5° C. and the mixture was stirred in the dark for 16 h. Benzene was removed in vacuo, the residue was dissolved in CH2Cl2 (10 mL), washed with NH4Cl solution (2×15 ml) and water (15 mL), dried (MgSO4), concentrated in vacuo, and the residue purified by flash col... Starting materials: C1CCOC1, Cc1onc(-c2ccccc2)c1CO, Cc1ccc(Cl)nn1, [H-], [Na+], O. Product: Cc1ccc(OCc2c(-c3ccccc3)noc2C)nn1. Reaction SMILES: [CH2:26]1[O:27][CH2:28][CH2:29][CH2:30]1.[CH3:1][c:2]1[c:3]([CH2:13][OH:14])[c:4](-[c:7]2[cH:8][cH:9][cH:10][cH:11][cH:12]2)[n:5][o:6]1.[Cl:17][c:18]1[n:19][n:20][c:21]([CH3:24])[cH:22][cH:23]1.[H-:15].[Na+:16].[OH2:25]>>[CH3:1][c:2]1[c:3]([CH2:13][O:14][c:18]2[n:19][n:20][c:21]([CH3:24])[cH:22][cH:23]2)[c:4](-[c:7]2[cH:8][cH:9][cH:10][cH:11][cH:12]2)[n:5][o:6]1.